From a dataset of the Open Reaction Database (ORD), a public repository of structured organic reaction records. describe an organic reaction: reactants, conditions, products, and yield Reaction SMILES: [C:18]([CH3:19])([CH3:20])([CH3:21])[O:22][C:23]([c:24]1[cH:25][c:26]([CH2:41][CH3:42])[c:27]([O:31][CH2:32][CH:33]([CH2:34][NH:35][C:36]([CH2:37][OH:38])=[O:39])[OH:40])[c:28]([CH3:30])[cH:29]1)=[O:43].[C:1]([O:2][C:3](=[O:4])[c:5]1[cH:6][c:7]([CH3:8])[c:9]([OH:10])[c:11]([CH2:12][CH3:13])[cH:14]1)([CH3:15])([CH3:16])[CH3:17].[CH2:61]([c:62]1[cH:63][c:64]([C:65](=[NH:66])[NH:67][OH:68])[cH:69][c:70]([CH3:71])[c:72]1[O:73][CH2:74][CH:75]([OH:76])[CH2:77][NH:78][C:79](=[O:80])[CH2:81][OH:82])[CH3:83].[Cl:84][CH2:85][Cl:86].[F:87][C:88]([F:89])([F:90])[C:91]([OH:92])=[O:93].[NH2:44][CH2:45][CH:46]([OH:47])[CH2:48][O:49][c:50]1[c:51]([CH3:52])[cH:53][c:54]([C:55]#[N:56])[cH:57][c:58]1[CH2:59][CH3:60]>>[O:22]=[C:23]([c:24]1[cH:25][c:26]([CH2:41][CH3:42])[c:27]([O:31][CH2:32][CH:33]([CH2:34][NH:35][C:36]([CH2:37][OH:38])=[O:39])[OH:40])[c:28]([CH3:30])[cH:29]1)[OH:43]. Starting materials: CCc1cc(C(=O)OC(C)(C)C)cc(C)c1OCC(O)CNC(=O)CO, CCc1cc(C(=O)OC(C)(C)C)cc(C)c1O, CCc1cc(C(=N)NO)cc(C)c1OCC(O)CNC(=O)CO, ClCCl, O=C(O)C(F)(F)F, CCc1cc(C#N)cc(C)c1OCC(O)CN. Product: CCc1cc(C(=O)O)cc(C)c1OCC(O)CNC(=O)CO. Starting materials: Cl.C(N)(=O)C1=CCCNC1 (5-carbamoyl-1,2,3,6-tetrahydropyridine hydrochloride). The solvent is C(O)([O-])=O.[Na+] (sodium hydrogen carbonate). Product: C(N)(=O)C1=CCCNC1 (5-carbamoyl-1,2,3,6-tetrahydropyridine). RXN SMILES: Cl.[C:2]([C:5]1[CH2:10][NH:9][CH2:8][CH2:7][CH:6]=1)(=[O:4])[NH2:3]>C(=O)([O-])O.[Na+]>[C:2]([C:5]1[CH2:10][NH:9][CH2:8][CH2:7][CH:6]=1)(=[O:4])[NH2:3] |f:0.1,2.3|. Procedure: 5-carbamoyl-1,2,3,6-tetrahydropyridine hydrochloride was dissolved in a saturated aqueous solution of sodium hydrogen carbonate, followed by extraction with chloroform. The organic layer was dried over anhydrous sodium sulfate. After the desiccant was filtered off, the filtrate was concentrated under reduced pressure to yield crystals of free 5-carbamoyl-1,2,3,6-tetrahydropyridine. Starting materials: ClC1(C2OC(C(N2C1=O)C(=O)OCC)CC)Cl (Ethyl 6,6-dichloro-3-ethyl-7-oxo-1-aza-4-oxabicyclo[3.2.0]heptane-2-carboxylate), CCO.O (EtOH H2O), C(=O)(O)[O-].[Na+] (NaHCO3). Reagents/catalysts: [Pd].C(=O)([O-])[O-].[Ca+2] (Pd CaCO3). The product is ClC1C2OC(C(N2C1=O)C(=O)OCC)CC (Ethyl 6-chloro-3-ethyl-7-oxo-4-oxa-1-azabicyclo[3.2.0]heptane-2-carboxylate). The yield is 41.0%. As a reaction SMILES: [Cl:1][C:2]1(Cl)[C:8](=[O:9])[N:7]2[CH:3]1[O:4][CH:5]([CH2:15][CH3:16])[CH:6]2[C:10]([O:12][CH2:13][CH3:14])=[O:11].CCO.O.C([O-])(O)=O.[Na+]>[Pd].C([O-])([O-])=O.[Ca+2]>[Cl:1][CH:2]1[C:8](=[O:9])[N:7]2[CH:3]1[O:4][CH:5]([CH2:15][CH3:16])[CH:6]2[C:10]([O:12][CH2:13][CH3:14])=[O:11] |f:1.2,3.4,5.6.7|. Procedure: Ethyl 6,6-dichloro-3-ethyl-7-oxo-1-aza-4-oxabicyclo[3.2.0]heptane-2-carboxylate (e21) (25mg, 0.089 m.mole) in EtOH/H2O containing 2 equivalents of NaHCO3 was hydrogenated over Pd/CaCO3 for 45 minutes, extracted into ethyl acetate, dried and evaporated under reduced pressure. Chromatography yielded the title compound (e22) (9 mg, 41%) M+ 247.0612 C10H14ClNO4 requires 247.0611 The reactants are OCC(C1CCC1)N (1-hydroxymethyl-1-cyclobutylmethylamine), NC1=NC(=CC(=N1)Cl)Cl (2-amino-4,6-dichloropyrimidine), C(C)O (ethanol). Solvent: C(C)N(CC)CC (triethylamine). Product: NC1=NC(=CC(=N1)NCC1(CCC1)CO)Cl (2-Amino-6-chloro-4-[[(1-hydroxymethyl-1-cyclobutyl)methyl]amino]-pyrimidine). Yield: 92.3%. Reaction SMILES: OC[CH:3]([NH2:8])[CH:4]1[CH2:7][CH2:6][CH2:5]1.[NH2:9][C:10]1[N:15]=[C:14](Cl)[CH:13]=[C:12]([Cl:17])[N:11]=1.[CH2:18]([OH:20])C>C(N(CC)CC)C>[NH2:9][C:10]1[N:15]=[C:14]([NH:8][CH2:3][C:4]2([CH2:18][OH:20])[CH2:5][CH2:6][CH2:7]2)[CH:13]=[C:12]([Cl:17])[N:11]=1. Procedure details: A mixture of 1-hydroxymethyl-1-cyclobutylmethylamine (5.75 g, 0.05 mol), 2-amino-4,6-dichloropyrimidine (8.20 g, 0.05 mol), ethanol (200 ml) and triethylamine (20 ml) was refluxed for one day. The solvent was distilled away under reduced pressure. The residue was washed with water, dried and recrystallized from acetone to give colorless prism crystals (11.2 g, 92.3%), m.p. 192-194° C. (acetone).